Dataset: the Open Reaction Database (ORD), a public repository of structured organic reaction records. Task: describe an organic reaction: reactants, conditions, products, and yield The reactants are FC(C=1C=C(OC2CN(C2)C(=O)Cl)C=CC1)(F)F (3-[3-(trifluoromethyl)phenoxy]-1-azetidinecarbonyl chloride), C([O-])([O-])=O.[K+].[K+] (potassium carbonate), N1=C(N=CC=C1)N1CCNCC1 (1-(2-pyrimidyl)piperazine). Run in O (water), O1CCCC1 (tetrahydrofuran). Reaction conditions: time 30 minute. Product: FC(C=1C=C(OC2CN(C2)C(=O)N2CCN(CC2)C2=NC=CC=N2)C=CC1)(F)F (2-[4-[3-[3-(Trifluoromethyl)phenoxy]-1-azetidinylcarbonyl]-1-piperazinyl]pyrimidine). Yield: 66.3%. Reaction SMILES: [F:1][C:2]([F:18])([F:17])[C:3]1[CH:4]=[C:5]([CH:14]=[CH:15][CH:16]=1)[O:6][CH:7]1[CH2:10][N:9]([C:11](Cl)=[O:12])[CH2:8]1.C(=O)([O-])[O-].[K+].[K+].[N:25]1[CH:30]=[CH:29][CH:28]=[N:27][C:26]=1[N:31]1[CH2:36][CH2:35][NH:34][CH2:33][CH2:32]1>O1CCCC1.O>[F:1][C:2]([F:18])([F:17])[C:3]1[CH:4]=[C:5]([CH:14]=[CH:15][CH:16]=1)[O:6][CH:7]1[CH2:10][N:9]([C:11]([N:34]2[CH2:35][CH2:36][N:31]([C:26]3[N:25]=[CH:30][CH:29]=[CH:28][N:27]=3)[CH2:32][CH2:33]2)=[O:12])[CH2:8]1 |f:1.2.3|. Procedure details: A stirred mixture of 2.8 g (0.01 mole) of 3-[3-(trifluoromethyl)phenoxy]-1-azetidinecarbonyl chloride and 1.4 g (0.01 mole) of potassium carbonate in 25 ml of tetrahydrofuran was treated with 1.6 g (0.01 mole) of 1-(2-pyrimidyl)piperazine added dropwise. After stirring for 30 min, a few pieces of ice were added and stirring continued for 16 hr. The reaction mixture was diluted with 200 ml of water and the oil which separated slowly crystallized. Recrystallization from isopropyl ether yielded 2.7... Reactants: BrCc1ccccc1, CCCCc1[nH]c2cc(C(=O)O)ccc2c1C1=CCCc2c(OC)cccc21, CN(C)C=O, [H-], [Na+]. Yields the product CCCCc1c(C2=CCCc3c(OC)cccc32)c2ccc(C(=O)O)cc2n1Cc1ccccc1. As a reaction SMILES: [Br:31][CH2:32][c:33]1[cH:34][cH:35][cH:36][cH:37][cH:38]1.[CH2:1]([CH2:2][CH2:3][CH3:4])[c:5]1[nH:6][c:7]2[cH:8][c:9]([C:26](=[O:27])[OH:28])[cH:10][cH:11][c:12]2[c:13]1[C:14]1=[CH:15][CH2:16][CH2:17][c:18]2[c:19]([O:24][CH3:25])[cH:20][cH:21][cH:22][c:23]21.[CH3:39][N:40]([CH3:41])[CH:42]=[O:43].[H-:29].[Na+:30]>>[CH2:1]([CH2:2][CH2:3][CH3:4])[c:5]1[n:6]([CH2:32][c:33]2[cH:34][cH:35][cH:36][cH:37][cH:38]2)[c:7]2[cH:8][c:9]([C:26](=[O:27])[OH:28])[cH:10][cH:11][c:12]2[c:13]1[C:14]1=[CH:15][CH2:16][CH2:17][c:18]2[c:19]([O:24][CH3:25])[cH:20][cH:21][cH:22][c:23]21. The reactants are C(C)(=O)OC1=C(C=CC=C1)S(=O)(=O)[O-].[Na+] (sodium acetyloxybenzene sulfonate), O=O (oxygen), B(=O)O[O-].[Na+] (sodium perborate). As a reaction SMILES: [B:1]([O:3][O-:4])=[O:2].[Na+:5].[C:6]([O:9][C:10]1[CH:15]=[CH:14][CH:13]=[CH:12][C:11]=1[S:16]([O-:19])(=[O:18])=[O:17])(=[O:8])[CH3:7].[Na+].O=O>O>[OH:3][OH:4].[B:1]([O:3][O-:4])=[O:2].[Na+:5].[C:6]([O:9][C:10]1[CH:15]=[CH:14][CH:13]=[CH:12][C:11]=1[S:16]([O-:19])(=[O:17])=[O:18])(=[O:8])[CH3:7].[Na+:5] |f:0.1,2.3,7.8,9.10|. Run in O (water), O (water). The product is OO (hydrogen peroxide), B(=O)O[O-].[Na+] (sodium perborate), C(C)(=O)OC1=C(C=CC=C1)S(=O)(=O)[O-].[Na+] (sodium acetyloxybenzene sulfonate). Procedure: The bleaching composition consisting of the detergent composition of Example I plus the bleaching system consisting of the sodium perborate and the sodium acetyloxybenzene sulfonate was placed in a beaker of water. The amount of detergent composition and bleach activator added to the beaker of water corresponded to 1250 ppm and a maximum theoretical amount of available oxygen from percarboxylic acid of 10 ppm, respectively. The molar ratio of hydrogen peroxide yielded by sodium perborate to sodi... Reactants: Cc1ccc(Br)s1, CCO, CCCc1ccc(-c2cc(F)c(B(O)O)c(F)c2)cc1, [Na+], [Na+], O=C([O-])[O-], Cc1ccccc1, c1ccc(P(c2ccccc2)(c2ccccc2)[Pd](P(c2ccccc2)(c2ccccc2)c2ccccc2)(P(c2ccccc2)(c2ccccc2)c2ccccc2)P(c2ccccc2)(c2ccccc2)c2ccccc2)cc1. Yields the product CCCc1ccc(-c2cc(F)c(-c3ccc(C)s3)c(F)c2)cc1. As a reaction SMILES: [Br:1][c:2]1[s:3][c:4]([CH3:7])[cH:5][cH:6]1.[CH2:34]([OH:35])[CH3:36].[CH2:8]([CH2:9][CH3:10])[c:11]1[cH:12][cH:13][c:14](-[c:17]2[cH:18][c:19]([F:27])[c:20]([B:24]([OH:25])[OH:26])[c:21]([F:23])[cH:22]2)[cH:15][cH:16]1.[Na+:28].[Na+:29].[O-:30][C:31](=[O:32])[O-:33].[c:37]1([CH3:38])[cH:39][cH:40][cH:41][cH:42][cH:43]1.[cH:44]1[cH:45][cH:46][c:47]([P:48]([Pd:49]([P:50]([c:51]2[cH:52][cH:53][cH:54][cH:55][cH:56]2)([c:57]2[cH:58][cH:59][cH:60][cH:61][cH:62]2)[c:63]2[cH:64][cH:65][cH:66][cH:67][cH:68]2)([P:69]([c:70]2[cH:71][cH:72][cH:73][cH:74][cH:75]2)([c:76]2[cH:77][cH:78][cH:79][cH:80][cH:81]2)[c:82]2[cH:83][cH:84][cH:85][cH:86][cH:87]2)[P:88]([c:89]2[cH:90][cH:91][cH:92][cH:93][cH:94]2)([c:95]2[cH:96][cH:97][cH:98][cH:99][cH:100]2)[c:101]2[cH:102][cH:103][cH:104][cH:105][cH:106]2)([c:107]2[cH:108][cH:109][cH:110][cH:111][cH:112]2)[c:113]2[cH:114][cH:115][cH:116][cH:117][cH:118]2)[cH:119][cH:120]1>>[c:2]1(-[c:20]2[c:19]([F:27])[cH:18][c:17](-[c:14]3[cH:13][cH:12][c:11]([CH2:8][CH2:9][CH3:10])[cH:16][cH:15]3)[cH:22][c:21]2[F:23])[s:3][c:4]([CH3:7])[cH:5][cH:6]1.